From a dataset of the Open Reaction Database (ORD), a public repository of structured organic reaction records. describe an organic reaction: reactants, conditions, products, and yield Starting materials: FC1=C(C=CC(=C1)F)N1C=C(C(C2=CC(=C(C(=C12)F)F)F)=O)C(=O)O (1-(2,4-difluorophenyl)-6,7,8-trifluoro-1,4-dihydro-4-oxoquinoline-3-carboxylic acid), Cl.Cl.CNCC1CNCCO1 (2-(methylaminomethyl)morpholine dihydrochloride), N12CCCCCC2=NCCC1 (1,8-diazabicyclo[5.4.0]undec-7-ene). Solvent: C(C)#N (acetonitrile). Yields the product FC1=C(C=CC(=C1)F)N1C=C(C(C2=CC(=C(C(=C12)F)N1CC(OCC1)CNC)F)=O)C(=O)O (1-(2,4-difluorophenyl)-7-[2-(methylaminomethyl)morpholino]-6,8-difluoro-1,4-dihydro-4-oxoquinoline-3-carboxylic acid). RXN SMILES: [F:1][C:2]1[CH:7]=[C:6]([F:8])[CH:5]=[CH:4][C:3]=1[N:9]1[C:18]2[C:13](=[CH:14][C:15]([F:21])=[C:16](F)[C:17]=2[F:19])[C:12](=[O:22])[C:11]([C:23]([OH:25])=[O:24])=[CH:10]1.Cl.Cl.[CH3:28][NH:29][CH2:30][CH:31]1[O:36][CH2:35][CH2:34][NH:33][CH2:32]1.N12CCCN=C1CCCCC2>C(#N)C>[F:19][C:17]1[CH:16]=[C:15]([F:21])[CH:14]=[CH:13][C:18]=1[N:9]1[C:3]2[C:4](=[CH:5][C:6]([F:8])=[C:7]([N:33]3[CH2:34][CH2:35][O:36][CH:31]([CH2:30][NH:29][CH3:28])[CH2:32]3)[C:2]=2[F:1])[C:12](=[O:22])[C:11]([C:23]([OH:25])=[O:24])=[CH:10]1 |f:1.2.3|. Reported procedure: A solution of 710 mg of 1-(2,4-difluorophenyl)-6,7,8-trifluoro-1,4-dihydro-4-oxoquinoline-3-carboxylic acid, 487 mg of 2-(methylaminomethyl)morpholine dihydrochloride and 1035 mg of 1,8-diazabicyclo[5.4.0]undec-7-ene in 10 ml of acetonitrile is refluxed for 21 hours. The reaction mixture is concentrated under reduced pressure and to the residue is added 10 ml of methanol. The obtained crystals are collected by filtration and washed with methanol, water and then acetone to give 1-(2,4-difluorophe... Yields the product COC(=O)C=1N(C=C(C1)Cl)N=CC1=CC=C(C=C1)Cl (4-Chloro-1-[(4-chloro-benzylidene)-amino]-1H-pyrrole-2-carboxylic acid methyl ester). Procedure: Prepared according to the imine formation condition used in Example 18 step b) from 1-amino-4-chloro-1H-pyrrole-2-carboxylic acid methyl ester and 4-chloro benzaldehyde in refluxing methanol for 12 h. 1H NMR (CDCl3, δ in ppm): 8.35 (s, 1H), 7.78 (d, 2H, J=7.6 Hz), 7.42 (d, 2H, J=7.6 Hz), 7.19 (d, 1H, J=2.2 Hz), 6.89 (d, 1H, J=2.2 Hz), 3.83 (s, 3H). Run in CO (methanol). Reaction SMILES: [CH3:1][O:2][C:3]([C:5]1[N:6]([NH2:11])[CH:7]=[C:8]([Cl:10])[CH:9]=1)=[O:4].[Cl:12][C:13]1[CH:20]=[CH:19][C:16]([CH:17]=O)=[CH:15][CH:14]=1>CO>[CH3:1][O:2][C:3]([C:5]1[N:6]([N:11]=[CH:17][C:16]2[CH:19]=[CH:20][C:13]([Cl:12])=[CH:14][CH:15]=2)[CH:7]=[C:8]([Cl:10])[CH:9]=1)=[O:4]. Reactants: imine, COC(=O)C=1N(C=C(C1)Cl)N (1-amino-4-chloro-1H-pyrrole-2-carboxylic acid methyl ester), ClC1=CC=C(C=O)C=C1 (4-chloro benzaldehyde).